Dataset: the Open Reaction Database (ORD), a public repository of structured organic reaction records. Task: describe an organic reaction: reactants, conditions, products, and yield Starting materials: Cl (hydrochloric acid), CC[C@@H]1[C@@]([C@@H]([C@H](C(=O)[C@@H](C[C@@]([C@@H]([C@H]([C@@H]([C@H](C(=O)O1)C)O[C@H]2C[C@@]([C@H]([C@@H](O2)C)O)(C)OC)C)O[C@H]3[C@@H]([C@H](C[C@H](O3)C)N(C)C)O)(C)OC)C)C)O)(C)O.Cl (clarithromycin hydrochloride). Run in O (water). Yields the product CC[C@@H]1[C@@]([C@@H]([C@H](C(=O)[C@@H](C[C@@]([C@@H]([C@H]([C@@H]([C@H](C(=O)O1)C)O[C@H]2C[C@@]([C@H]([C@@H](O2)C)O)(C)OC)C)O[C@H]3[C@@H]([C@H](C[C@H](O3)C)N(C)C)O)(C)OC)C)C)O)(C)O (clarithromycin), hydrate. As a reaction SMILES: Cl.[CH3:2][CH2:3][C@H:4]1[O:19][C:17](=[O:18])[C@H:16]([CH3:20])[C@@H:15]([O:21][C@@H:22]2[O:27][C@@H:26]([CH3:28])[C@H:25]([OH:29])[C@@:24]([O:31][CH3:32])([CH3:30])[CH2:23]2)[C@H:14]([CH3:33])[C@@H:13]([O:34][C@@H:35]2[O:40][C@H:39]([CH3:41])[CH2:38][C@H:37]([N:42]([CH3:44])[CH3:43])[C@H:36]2[OH:45])[C@@:12]([O:47][CH3:48])([CH3:46])[CH2:11][C@@H:10]([CH3:49])[C:8](=[O:9])[C@H:7]([CH3:50])[C@@H:6]([OH:51])[C@@:5]1([OH:53])[CH3:52].Cl>O>[CH3:2][CH2:3][C@H:4]1[O:19][C:17](=[O:18])[C@H:16]([CH3:20])[C@@H:15]([O:21][C@@H:22]2[O:27][C@@H:26]([CH3:28])[C@H:25]([OH:29])[C@@:24]([O:31][CH3:32])([CH3:30])[CH2:23]2)[C@H:14]([CH3:33])[C@@H:13]([O:34][C@@H:35]2[O:40][C@H:39]([CH3:41])[CH2:38][C@H:37]([N:42]([CH3:43])[CH3:44])[C@H:36]2[OH:45])[C@@:12]([O:47][CH3:48])([CH3:46])[CH2:11][C@@H:10]([CH3:49])[C:8](=[O:9])[C@H:7]([CH3:50])[C@@H:6]([OH:51])[C@@:5]1([OH:53])[CH3:52] |f:1.2|. Reported procedure: 5.0 g of crude clarithromycin, as obtained in a production process, e.g. as conventional, are suspended in 300 ml of water at 25 to 30° C. 7 ml of 1N hydrochloric acid is added to adjust the pH to about 2.5 to 3.0 resulting in a slightly turbid solution of clarithromycin hydrochloride. The solution is filtered, and to the resulting clear solution an aqueous sodium hydroxide solution is added to adjust the pH to about 8.5. Clarithromycin in the form of a free base precipitates and the resulting s... The reactants are C(C)(=O)C1=CC2=C(NC(=N2)S)C=C1C (5-Acetyl-6-methyl-2-mercapto-1H-benzimidazole), [OH-].[Na+] (NaOH), [OH-].[Na+] (NaOH), Cl.COC=1C(=NC=CC1OC)CCl (3,4-dimethoxy-2-chloromethylpyridine hydrochloride), crude material. Solvent: O (H2O), C(C)O (ethanol), O (H2O). Run at time 6 hour. The product is C(C)(=O)C1=CC2=C(NC(=N2)SCC2=NC=CC(=C2OC)OC)C=C1C (5-acetyl-6-methyl-2-[[(3,4-dimethoxy-2-pyridinyl)methyl]thio]-1H-benzimidazole). Yield: 61.7%. Reaction SMILES: [C:1]([C:4]1[C:13]([CH3:14])=[CH:12][C:7]2[NH:8][C:9]([SH:11])=[N:10][C:6]=2[CH:5]=1)(=[O:3])[CH3:2].[OH-].[Na+].Cl.[CH3:18][O:19][C:20]1[C:21]([CH2:28]Cl)=[N:22][CH:23]=[CH:24][C:25]=1[O:26][CH3:27]>O.C(O)C>[C:1]([C:4]1[C:13]([CH3:14])=[CH:12][C:7]2[NH:8][C:9]([S:11][CH2:28][C:21]3[C:20]([O:19][CH3:18])=[C:25]([O:26][CH3:27])[CH:24]=[CH:23][N:22]=3)=[N:10][C:6]=2[CH:5]=1)(=[O:3])[CH3:2] |f:1.2,3.4|. Procedure details: 5-Acetyl-6-methyl-2-mercapto-1H-benzimidazole (4.2 g, 20 mmol) and NaOH (0.8 g, 20 mmol) in H2O (1 ml) were dissolved in 60 ml ethanol. 3,4-dimethoxy-2-chloromethylpyridine hydrochloride (≈17 mmol) as a crude material was added and the mixture was heated to boiling. NaOH (0.7 g, 17 mmol) in H2O (1 ml) was added and the reflux was continued for 6 hours. The solvent was evaporated off and the residue was diluted with methylene chloride and water. The organic phase was dried over Na2SO4 and the sol... Starting materials: Cc1ccccc1, C1CCOC1, c1ccc(P(c2ccccc2)c2ccccc2)cc1, Oc1ccc2c(-c3c(-c4ccccn4)nn4c3CCC4)ccnc2c1, OCc1ccncc1. The product is c1ccc(-c2nn3c(c2-c2ccnc4cc(OCc5ccncc5)ccc24)CCC3)nc1. As a reaction SMILES: [CH3:53][c:54]1[cH:55][cH:56][cH:57][cH:58][cH:59]1.[O:60]1[CH2:61][CH2:62][CH2:63][CH2:64]1.[c:26]1([P:27]([c:28]2[cH:29][cH:30][cH:31][cH:32][cH:33]2)[c:34]2[cH:35][cH:36][cH:37][cH:38][cH:39]2)[cH:40][cH:41][cH:42][cH:43][cH:44]1.[n:1]1[c:2](-[c:7]2[c:8](-[c:15]3[cH:16][cH:17][n:18][c:19]4[cH:20][c:21]([OH:25])[cH:22][cH:23][c:24]34)[c:9]3[n:10]([n:11]2)[CH2:12][CH2:13][CH2:14]3)[cH:3][cH:4][cH:5][cH:6]1.[n:45]1[cH:46][cH:47][c:48]([CH2:51][OH:52])[cH:49][cH:50]1>>[n:1]1[c:2](-[c:7]2[c:8](-[c:15]3[cH:16][cH:17][n:18][c:19]4[cH:20][c:21]([O:25][CH2:51][c:48]5[cH:47][cH:46][n:45][cH:50][cH:49]5)[cH:22][cH:23][c:24]34)[c:9]3[n:10]([n:11]2)[CH2:12][CH2:13][CH2:14]3)[cH:3][cH:4][cH:5][cH:6]1. The reactants are C(C=C)C1C(N=C(C(S1(=O)=O)(C)C)NC(OC(C)(C)C)=O)(C)C1=C(C=CC(=C1)[N+](=O)[O-])F (tert-butyl ((5RS,6RS)-6-allyl-5-(2-fluoro-5-nitrophenyl)-2,2,5-trimethyl-1,1-dioxido-5,6-dihydro-2H-1,4-thiazin-3-yl)carbamate), [BH4-].[Na+] (sodium borohydride), C([O-])(O)=O.[Na+] (sodium bicarbonate). Run in C(Cl)Cl (DCM), CO (MeOH). Reaction conditions: time 10 minute. Yields the product FC1=C(C=C(C=C1)[N+](=O)[O-])C1(N=C(C(S(C1CCO)(=O)=O)(C)C)NC(OC(C)(C)C)=O)C (racemic tert-butyl ((5RS,6RS)-5-(2-fluoro-5-nitrophenyl)-6-(2-hydroxyethyl)-2,2,5-trimethyl-1,1-dioxido-5,6-dihydro-2H-1,4-thiazin-3-yl)carbamate). Yield: 98.8%. Reaction SMILES: [CH2:1]([CH:4]1[S:9](=[O:11])(=[O:10])[C:8]([CH3:13])([CH3:12])[C:7]([NH:14][C:15](=[O:21])[O:16][C:17]([CH3:20])([CH3:19])[CH3:18])=[N:6][C:5]1([C:23]1[CH:28]=[C:27]([N+:29]([O-:31])=[O:30])[CH:26]=[CH:25][C:24]=1[F:32])[CH3:22])[CH:2]=C.C(=O)(O)[O-:34].[Na+].[BH4-].[Na+]>C(Cl)Cl.CO>[F:32][C:24]1[CH:25]=[CH:26][C:27]([N+:29]([O-:31])=[O:30])=[CH:28][C:23]=1[C:5]1([CH3:22])[CH:4]([CH2:1][CH2:2][OH:34])[S:9](=[O:11])(=[O:10])[C:8]([CH3:13])([CH3:12])[C:7]([NH:14][C:15](=[O:21])[O:16][C:17]([CH3:20])([CH3:19])[CH3:18])=[N:6]1 |f:1.2,3.4|. Reported procedure: A solution of tert-butyl ((5RS,6RS)-6-allyl-5-(2-fluoro-5-nitrophenyl)-2,2,5-trimethyl-1,1-dioxido-5,6-dihydro-2H-1,4-thiazin-3-yl)carbamate (120 mg, 0.256 mmol) in DCM (1.8 ml) and MeOH (0.6 ml) was cooled to −78° C., and sodium bicarbonate (42.9 mg, 0.511 mmol) was added and the mixture was ozonolyzed for 10 min. Oxygen was bubbled through the solution for 2 min, then solid sodium borohydride (14.5 mg, 0.383 mmol) was added to the mixture and the mixture was removed from the cooling bath and w... Reactants: N1=CC=CC=C1 (pyridine), BrC(C(=O)OCC)(C)C (ethyl α-bromoisobutyrate), S(=O)([O-])[O-].C.[Na+].[Na+] (sodium methane sulfite). Solvent: C(C)(=O)OCC (ethyl acetate), CN(C)C=O (DMF). Conditions: temperature 50 celsius, time 18 hour. Yields the product C(C)OC(C(C)(C)S(=O)(=O)C)=O (2-methanesulfonyl-2-methyl-propionic acid ethyl ester). Reaction SMILES: [S:1]([O-:4])([O-])=[O:2].C.[Na+].[Na+].N1C=CC=C[CH:9]=1.Br[C:15]([CH3:22])([CH3:21])[C:16]([O:18][CH2:19][CH3:20])=[O:17]>CN(C=O)C.C(OCC)(=O)C>[CH2:19]([O:18][C:16](=[O:17])[C:15]([S:1]([CH3:9])(=[O:4])=[O:2])([CH3:22])[CH3:21])[CH3:20] |f:0.1.2.3|. Reported procedure: To a suspension of 5 g (49 mmol) of sodium methane sulfite in DMF (50 mL) were added pyridine (6.3 mL) and ethyl α-bromoisobutyrate (2.9 mL). The reaction was stirred for 18 h at 50° C. under nitrogen. The reaction mixture was diluted with ethyl acetate (250 mL), washed with saturated aqueous NaHCO3 (2×100 mL), 2M aqueous HCl solution (50 mL), brine (1×50 mL) and dried over Na2SO4. Filtration, concentration under reduced pressure afforded 3.04 g of 2-methanesulfonyl-2-methyl-propionic acid ethyl... The reactants are C(C(=O)Cl)(=O)Cl (Oxalyl chloride), BrC=1C=C(C(=O)O)C=CC1F (3-bromo-4-fluorobenzoic acid). The reagents and catalysts are CN(C=O)C (N,N-Dimethylformamide). Solvent: ClCCl (dichloromethane). Reaction conditions: time 1 hour. Product: BrC=1C=C(C(=O)Cl)C=CC1F (3-bromo-4-fluorobenzoyl chloride). RXN SMILES: [C:1](Cl)(=O)[C:2]([Cl:4])=[O:3].[Br:7][C:8]1[CH:9]=C([CH:14]=[CH:15][C:16]=1[F:17])C(O)=O>CN(C)C=O.ClCCl>[Br:7][C:8]1[CH:9]=[C:1]([CH:14]=[CH:15][C:16]=1[F:17])[C:2]([Cl:4])=[O:3]. Procedure: Oxalyl chloride (1.739 g, 1.20 ml, 13.7 mmol) was added dropwise to a solution of 3-bromo-4-fluorobenzoic acid (0.600 mg, 2.74 mmol) and dichloromethane (9 ml). N,N-Dimethylformamide (1 drop) was added and the colorless solution stirred at rt for 1 h. The solution was concentrated to afford 3-bromo-4-fluorobenzoyl chloride an off-white solid which was used directed without purification.